Dataset: the Open Reaction Database (ORD), a public repository of structured organic reaction records. Task: describe an organic reaction: reactants, conditions, products, and yield The reactants are NC1=C(C=CC(=C1)C(=C(Cl)Cl)C)S(=O)(=O)N (2-amino-4-(1,1-dichloroprop-1-en-2-yl)benzenesulfonamide), disulfonylchloride, ClS(=O)(=O)O (chlorosulfonic acid), NC1=C(C=C(C(=C1)C(=C(Cl)Cl)C)S(=O)(=O)Cl)S(=O)(=O)Cl (4-amino-6-(1,1-dichloroprop-1-en-2-yl)-1,3-benzenedisulfonylchloride). Conditions: time 1 hour. The product is NC1=C(C=C(C(=C1)C(=C(Cl)Cl)C)S(=O)(=O)N)S(=O)(=O)N (4-amino-6-(1,1-dichloroprop-1-ene-2-yl)-1,3-benzenedisulfonamide). As a reaction SMILES: [NH2:1][C:2]1[CH:7]=[C:6]([C:8]([CH3:12])=[C:9]([Cl:11])[Cl:10])[CH:5]=[CH:4][C:3]=1[S:13]([NH2:16])(=[O:15])=[O:14].Cl[S:18]([OH:21])(=O)=[O:19].[NH2:22]C1C=C(C(C)=C(Cl)Cl)C(S(Cl)(=O)=O)=CC=1S(Cl)(=O)=O>>[NH2:1][C:2]1[CH:7]=[C:6]([C:8]([CH3:12])=[C:9]([Cl:10])[Cl:11])[C:5]([S:18]([NH2:22])(=[O:21])=[O:19])=[CH:4][C:3]=1[S:13]([NH2:16])(=[O:15])=[O:14]. Reported procedure: 100 Mg. of the 2-amino-4-(1,1-dichloroprop-1-en-2-yl)benzenesulfonamide and 1.0 ml. of chlorosulfonic acid is mixed at 5° to 10° C. and then immersed into an oil bath of 100° to 110° for 1 hour. The reaction mixture is cooled in ice, added onto ice, extracted into CH2Cl2, the solution is washed twice with water, dried and concentrated in vacuo to yield 75 mg. of crude 4-amino-6-(1,1-dichloroprop-1-en-2-yl)-1,3-benzenedisulfonylchloride, identified by nuclear magnetic resonance and mass spectral ... The reactants are CO, O=[N+]([O-])c1c(F)c(Cl)cc2c1[nH]c1cnccc12. Product: Nc1c(F)c(Cl)cc2c1[nH]c1cnccc12. RXN SMILES: [CH3:19][OH:20].[Cl:1][c:2]1[cH:3][c:4]2[c:5]3[cH:6][cH:7][n:8][cH:9][c:10]3[nH:11][c:12]2[c:13]([N+:16]([O-:17])=[O:18])[c:14]1[F:15]>>[Cl:1][c:2]1[cH:3][c:4]2[c:5]3[cH:6][cH:7][n:8][cH:9][c:10]3[nH:11][c:12]2[c:13]([NH2:16])[c:14]1[F:15]. Starting materials: C1(=CC=CC=C1)P(C1=CC=CC=C1)C1=CC=CC=C1 (triphenyl phosphine), N(=NC(=O)OCC)C(=O)OCC (diethyl azodicarboxylate), OC1=CC=C(C=C1)C1=NC=C(C=N1)CCCCCCCCC (2-(4-hydroxyphenyl)-5-n-nonylpyrimidine), O1[C@@H](C)[C@@H]1CCCCC ((2S,3S)-2,3-epoxyoctane). Run in O1CCCC1 (tetrahydrofuran), O1CCCC1 (tetrahydrofuran). Reaction conditions: time 20 minute. Product: C(CCCCCCCC)C=1C=NC(=NC1)C1=CC=C(C=C1)OC[C@@H]1O[C@H]1CCCCC ((2S,3S)-(-)-2-[4-(5-nonyl-pyrimidin-2-yl)phenyloxy]methyl-3-pentyl-oxirane). Yield: 37.2%. As a reaction SMILES: C1(P(C2C=CC=CC=2)C2C=CC=CC=2)C=CC=CC=1.N(C(OCC)=O)=NC(OCC)=O.[OH:32][C:33]1[CH:38]=[CH:37][C:36]([C:39]2[N:44]=[CH:43][C:42]([CH2:45][CH2:46][CH2:47][CH2:48][CH2:49][CH2:50][CH2:51][CH2:52][CH3:53])=[CH:41][N:40]=2)=[CH:35][CH:34]=1.[O:54]1[C@@H:57]([CH2:58][CH2:59][CH2:60][CH2:61][CH3:62])[C@@H:55]1[CH3:56]>O1CCCC1>[CH2:45]([C:42]1[CH:43]=[N:44][C:39]([C:36]2[CH:35]=[CH:34][C:33]([O:32][CH2:56][C@H:55]3[C@H:57]([CH2:58][CH2:59][CH2:60][CH2:61][CH3:62])[O:54]3)=[CH:38][CH:37]=2)=[N:40][CH:41]=1)[CH2:46][CH2:47][CH2:48][CH2:49][CH2:50][CH2:51][CH2:52][CH3:53]. Reported procedure: 1.31 g (5 mmol) of triphenyl phosphine and 0.79 g (5 mmol) of diethyl azodicarboxylate are combined in 10 ml of tetrahydrofuran at 0° C. After 20 minutes, 1.49 g (5 mmol) of 2-(4-hydroxyphenyl)-5-n-nonylpyrimidine and 0.72 g (5 mmol) of (2S,3S)-2,3-epoxyoctane, each in 8 ml of tetrahydrofuran, are added. After 24 hours, the mixture is evaporated to dryness in vacuo, and the residue is chromatographed on silica gel (200 g) using CH2Cl2. After recrystallization from hexane, 0.79 g of colorless cry... Reactants: C(C)(=O)OCC (ethyl acetate), C(=O)([O-])C(O)C(O)C(=O)[O-].[K+].[Na+] (sodium potassium tartrate), COC(C1=CC(=C(C=C1)CN(C)CCCCN(CCC)CCC)Cl)=O (3-chloro-4-[[(4-dipropylamino-butyl)-methyl-amino]-methyl]-benzoic acid methyl ester), CC(C)C[AlH]CC(C)C.CCCCCC (DIBAL n-hexane). The solvent is CC(=O)C (acetone), C1CCOC1 (THF). Run at temperature 0 celsius, time 1 hour. The product is ClC=1C=C(C=CC1CN(C)CCCCN(CCC)CCC)CO ((3-chloro-4-[[(4-dipropylamino-butyl)-methyl-amino]-methyl]-phenyl)-methanol). Isolated yield 59.8%. RXN SMILES: C[O:2][C:3](=O)[C:4]1[CH:9]=[CH:8][C:7]([CH2:10][N:11]([CH2:13][CH2:14][CH2:15][CH2:16][N:17]([CH2:21][CH2:22][CH3:23])[CH2:18][CH2:19][CH3:20])[CH3:12])=[C:6]([Cl:24])[CH:5]=1.CC(C[AlH]CC(C)C)C.CCCCCC.C(OCC)(=O)C.C(C(C(C([O-])=O)O)O)([O-])=O.[K+].[Na+]>C1COCC1.CC(C)=O>[Cl:24][C:6]1[CH:5]=[C:4]([CH2:3][OH:2])[CH:9]=[CH:8][C:7]=1[CH2:10][N:11]([CH2:13][CH2:14][CH2:15][CH2:16][N:17]([CH2:18][CH2:19][CH3:20])[CH2:21][CH2:22][CH3:23])[CH3:12] |f:1.2,4.5.6|. Procedure details: The compound (526.4 mg) obtained in Example 77-3 was dissolved in THF (10 ml) and the whole was cooled to 0° C. Under a nitrogen atmosphere, a 0.94 mol/l DIBAL n-hexane solution (3 ml) was dropped to the reaction solution and the whole was stirred at room temperature for 1 hour. After having been cooled to 0° C., the reaction solution was added with ethyl acetate (10 ml) and acetone (10 ml) and the whole was stirred at room temperature for 1 hour. The reaction solution was added with a saturated... Starting materials: C(CCC)OC=1C(C(C1NC(C)(C)C)=O)=O (3-Butoxy-4-tert-butylamino-cyclobut-3-ene-1,2-dione), ClC=1C=C(CN)C=CC1Cl (3,4-dichlorobenzylamine). The solvent is O1CCCC1 (tetrahydrofuran). Product: C(C)(C)(C)NC=1C(C(C1NCC1=CC(=C(C=C1)Cl)Cl)=O)=O (3-tert-Butylamino-4-(3,4-dichlorobenzylamino)-cyclobut-3-ene-1,2-dione). The yield is 42.0%. RXN SMILES: C(O[C:6]1[C:7](=[O:16])[C:8](=[O:15])[C:9]=1[NH:10][C:11]([CH3:14])([CH3:13])[CH3:12])CCC.[Cl:17][C:18]1[CH:19]=[C:20]([CH:23]=[CH:24][C:25]=1[Cl:26])[CH2:21][NH2:22]>O1CCCC1>[C:11]([NH:10][C:9]1[C:8](=[O:15])[C:7](=[O:16])[C:6]=1[NH:22][CH2:21][C:20]1[CH:23]=[CH:24][C:25]([Cl:26])=[C:18]([Cl:17])[CH:19]=1)([CH3:12])([CH3:13])[CH3:14]. Reported procedure: A solution of 3-butoxy-4-tert-butylamino-cyclobut-3-ene-1,2-dione (1.13 g, 5 mmol, Example 10) and 3,4-dichlorobenzylamine (0.880 g, 5.0 mmol) in tetrahydrofuran (15 mL) was stirred at room temperature for approximately 96 hours. The residue isolated after removal of solvent was recrystallized from N,N-dimethylformamide (twice) and from 2-methoxyethanol to provide 0.687 g (42%) of the title compound as a white solid: mp 302°-303° C.; 1H NMR (DMSO-d6) δ 7.77 (m, 1H), 7.65 (d, 1H), 7.62 (d, 1H), 7... Starting materials: Cl.ClC=1C(=C(NC2=NC=NC3=CC(=C(C=C23)O[C@H]2CNCC2)OC)C=CC1)F (4-(3-chloro-2-fluoroanilino)-6-[(3R)-pyrrolidin-3-yloxy]-7-methoxyquinazoline hydrochloride), CS(=O)(=O)Cl (Methanesulfonyl chloride). Run in ClCCl (dichloromethane), N1=CC=CC=C1 (pyridine), C(C)(C)N(CC)C(C)C (diisopropylethylamine). Conditions: time 2 hour. The product is ClC=1C(=C(NC2=NC=NC3=CC(=C(C=C23)O[C@H]2CN(CC2)S(=O)(=O)C)OC)C=CC1)F (4-(3-Chloro-2-fluoroanilino)-6-[(3R)-1-(methylsulfonyl)pyrrolidin-3-yloxy]-7-methoxyquinazoline). Isolated yield 520.1%. RXN SMILES: Cl.[Cl:2][C:3]1[C:4]([F:28])=[C:5]([CH:25]=[CH:26][CH:27]=1)[NH:6][C:7]1[C:16]2[C:11](=[CH:12][C:13]([O:23][CH3:24])=[C:14]([O:17][C@@H:18]3[CH2:22][CH2:21][NH:20][CH2:19]3)[CH:15]=2)[N:10]=[CH:9][N:8]=1.[CH3:29][S:30](Cl)(=[O:32])=[O:31]>ClCCl.N1C=CC=CC=1.C(N(C(C)C)CC)(C)C>[Cl:2][C:3]1[C:4]([F:28])=[C:5]([CH:25]=[CH:26][CH:27]=1)[NH:6][C:7]1[C:16]2[C:11](=[CH:12][C:13]([O:23][CH3:24])=[C:14]([O:17][C@@H:18]3[CH2:22][CH2:21][N:20]([S:30]([CH3:29])(=[O:32])=[O:31])[CH2:19]3)[CH:15]=2)[N:10]=[CH:9][N:8]=1 |f:0.1|. Reported procedure: 4-(3-chloro-2-fluoroanilino)-6-[(3R)-pyrrolidin-3-yloxy]-7-methoxyquinazoline hydrochloride (0.21 g, 0.49 mmole) was dissolved in a mixture of dichloromethane (4 ml), pyridine (1 ml) and diisopropylethylamine (0.17 ml) under a nitrogen atmosphere. Methanesulfonyl chloride (0.06 ml, 0.07 mmol) was added to the stirred solution. After stirring 2 hours at room temperature, the reaction mixture was partitioned between ethyl acetate and saturated aqueous sodium bicarbonate. The organic layer was wash... The reactants are C1(CCCCC1)[C@@H](C(NC)=O)NC(=O)C=1OC(=CC1)Br (5-Bromo-furan-2-carboxylic acid ((S)-cyclohexyl-methylcarbamoyl-methyl)-amide), N1C=CC2=CC=C(C=C12)B(O)O (indole-6-boronic acid), C([O-])([O-])=O.[Na+].[Na+] (sodium carbonate). The reagents and catalysts are CC(C)(C)P(C1=CC=C(C=C1)N(C)C)C(C)(C)C.CC(C)(C)P(C1=CC=C(C=C1)N(C)C)C(C)(C)C.Cl[Pd]Cl (bis(di-tert-butyl(4-dimethylaminophenyl)phosphine)dichloropalladium(II)). Run in CN(C)C=O (DMF). Reaction conditions: temperature 100 celsius. The product is C1(CCCCC1)[C@@H](C(NC)=O)NC(=O)C=1OC(=CC1)C1=CC=C2C=CNC2=C1 (5-(1H-Indol-6-yl)-furan-2-carboxylic acid ((S)-cyclohexyl-methylcarbamoyl-methyl)-amide). As a reaction SMILES: [CH:1]1([C@H:7]([NH:12][C:13]([C:15]2[O:16][C:17](Br)=[CH:18][CH:19]=2)=[O:14])[C:8](=[O:11])[NH:9][CH3:10])[CH2:6][CH2:5][CH2:4][CH2:3][CH2:2]1.[NH:21]1[C:29]2[C:24](=[CH:25][CH:26]=[C:27](B(O)O)[CH:28]=2)[CH:23]=[CH:22]1.C(=O)([O-])[O-].[Na+].[Na+]>CN(C=O)C.CC(P(C(C)(C)C)C1C=CC(N(C)C)=CC=1)(C)C.CC(P(C(C)(C)C)C1C=CC(N(C)C)=CC=1)(C)C.Cl[Pd]Cl>[CH:1]1([C@H:7]([NH:12][C:13]([C:15]2[O:16][C:17]([C:27]3[CH:28]=[C:29]4[C:24]([CH:23]=[CH:22][NH:21]4)=[CH:25][CH:26]=3)=[CH:18][CH:19]=2)=[O:14])[C:8](=[O:11])[NH:9][CH3:10])[CH2:6][CH2:5][CH2:4][CH2:3][CH2:2]1 |f:2.3.4,6.7.8|. Procedure details: In a pressure vial 5-Bromo-furan-2-carboxylic acid ((S)-cyclohexyl-methylcarbamoyl-methyl)-amide (190 mg, 0.55 mmol), indole-6-boronic acid (106 mg, 0.66 mmol), and bis(di-tert-butyl(4-dimethylaminophenyl)phosphine)dichloropalladium(II) (39 mg, 0.05 mmol) are dissolved in DMF (3 mL). A 2M sodium carbonate solution (3.0 mL) is added and the resulting solution is degassed with Argon during 5 min. The vessel was heated at 100° C. for 20 min in the Microwave. Upon cooling the resulting mixture is di... RXN SMILES: [CH3:1][N:2]1[CH2:8][C:7]2[CH:9]=[CH:10][CH:11]=[CH:12][C:6]=2[C:5](=[O:13])[C:4]2[CH:14]=[C:15]([CH:18]([CH3:23])[C:19]([O:21]C)=[O:20])[CH:16]=[CH:17][C:3]1=2.[Cl:24]N1C(=O)CCC1=O>C(Cl)(Cl)Cl>[Cl:24][C:17]1[C:3]2[N:2]([CH3:1])[CH2:8][C:7]3[CH:9]=[CH:10][CH:11]=[CH:12][C:6]=3[C:5](=[O:13])[C:4]=2[CH:14]=[C:15]([CH:18]([CH3:23])[C:19]([OH:21])=[O:20])[CH:16]=1. Starting materials: CN1C2=C(C(C3=C(C1)C=CC=C3)=O)C=C(C=C2)C(C(=O)OC)C (Methyl 2-(5,6-dihydro-5-methyl-11-oxodibenz[b,e]azepin-2-yl)propionate), ClN1C(CCC1=O)=O (N-chlorosuccinimide). Yield: 79.7%. The product is ClC1=CC(=CC2=C1N(CC1=C(C2=O)C=CC=C1)C)C(C(=O)O)C (2-(5,6-dihydro-4-chloro-5-methyl-11-oxodibenz[b,e]azepin-2-yl)propionic acid). The solvent is C(Cl)(Cl)Cl (chloroform). Procedure: Methyl 2-(5,6-dihydro-5-methyl-11-oxodibenz[b,e]azepin-2-yl)propionate (2.0 g), chloroform (50 ml) and N-chlorosuccinimide (1.4 g) were treated in the same manner as described in Example 9 to obtain the desired compound (1.7 g) as a yellow oily material.